From a dataset of the Open Reaction Database (ORD), a public repository of structured organic reaction records. describe an organic reaction: reactants, conditions, products, and yield The reactants are [OH-].[Na+] (sodium hydroxide), Cl.Cl.COC1=CC=C(CNC(=N)NC(=N)NCCCCCCCCCC)C=C1 (N1-(4-methoxybenzyl)-N5-decylbiguanide dihydrochloride), CC(=O)C (acetone), N1CCCCC1 (piperidine). Solvent: CO (methanol), CO (methanol). Reaction conditions: temperature 60 celsius, time 30 minute. Product: C(C)(=O)O.CC1(N=C(NC(=N1)NCC1=CC=C(C=C1)OC)NCCCCCCCCCC)C (3,6-Dihydro-6,6-dimethyl-4-decylamino-2-(4′-methoxybenzylamino)-1,3,5-triazine acetate). As a reaction SMILES: [OH-].[Na+].Cl.Cl.[CH3:5][O:6][C:7]1[CH:30]=[CH:29][C:10]([CH2:11][NH:12][C:13]([NH:15][C:16]([NH:18][CH2:19][CH2:20][CH2:21][CH2:22][CH2:23][CH2:24][CH2:25][CH2:26][CH2:27][CH3:28])=[NH:17])=[NH:14])=[CH:9][CH:8]=1.[CH3:31][C:32]([CH3:34])=[O:33].N1CCCCC1>CO>[C:7]([OH:6])(=[O:33])[CH3:30].[CH3:31][C:32]1([CH3:34])[N:14]=[C:13]([NH:12][CH2:11][C:10]2[CH:9]=[CH:8][C:7]([O:6][CH3:5])=[CH:30][CH:29]=2)[NH:15][C:16]([NH:18][CH2:19][CH2:20][CH2:21][CH2:22][CH2:23][CH2:24][CH2:25][CH2:26][CH2:27][CH3:28])=[N:17]1 |f:0.1,2.3.4,8.9|. Reported procedure: 55 ml of 5N aqueous sodium hydroxide was added to 40 g (92.1 mmol) of N1-(4-methoxybenzyl)-N5-decylbiguanide dihydrochloride in 400 ml of methanol, and the mixture was stirred at 60° C. for 30 minutes. The solvent was distilled off under reduced pressure, and the residue was extracted with chloroform. The extract was washed with water, and the solvent was distilled off under reduced pressure to give a residue, to which were added 450 ml of acetone, 150 ml of methanol and 6.4 ml (46.6 mmol) of pi... The reactants are FC(OC1=NC=CC=C1OC1=CC2=C(NC(=N2)C2=NC=CC=C2)C=C1OC=1C=NC(=CC1)S(=O)(=O)CC)F (5-(2-Difluoromethoxy-pyridin-3-yloxy)-6-(6-ethanesulfonyl-pyridin-3-yloxy)-2-pyridin-2-yl-1H-benzimidazole), CN1N=C(C=C1)C(=O)O (1-methyl-1H-pyrazole-3-carboxylic acid). As a reaction SMILES: [F:1][CH:2]([F:38])[O:3][C:4]1[C:9]([O:10][C:11]2[C:25]([O:26][C:27]3[CH:28]=[N:29][C:30]([S:33]([CH2:36][CH3:37])(=[O:35])=[O:34])=[CH:31][CH:32]=3)=[CH:24][C:14]3[NH:15][C:16]([C:18]4[CH:23]=[CH:22]C=C[N:19]=4)=[N:17][C:13]=3[CH:12]=2)=[CH:8][CH:7]=[CH:6][N:5]=1.[CH3:39][N:40]1C=CC(C(O)=O)=N1>>[F:1][CH:2]([F:38])[O:3][C:4]1[C:9]([O:10][C:11]2[C:25]([O:26][C:27]3[CH:28]=[N:29][C:30]([S:33]([CH2:36][CH3:37])(=[O:34])=[O:35])=[CH:31][CH:32]=3)=[CH:24][C:14]3[NH:15][C:16]([C:18]4[CH:23]=[CH:22][N:40]([CH3:39])[N:19]=4)=[N:17][C:13]=3[CH:12]=2)=[CH:8][CH:7]=[CH:6][N:5]=1. Procedure details: The entitled compound was obtained as a colorless solid in the same method as in Example 203 or in accordance with the method or by combining it with an ordinary method but using 4-(2-difluoromethoxy-pyridin-3-yloxy)-5-(6-ethanesulfonyl-pyridin-3-yloxy)-benzene-1,2-diamine obtained in Example 247 and 1-methyl-1H-pyrazole-3-carboxylic acid. Product: FC(OC1=NC=CC=C1OC1=CC2=C(NC(=N2)C2=NN(C=C2)C)C=C1OC=1C=NC(=CC1)S(=O)(=O)CC)F (5-(2-Difluoromethoxy-pyridin-3-yloxy)-6-(6-ethanesulfonyl-pyridin-3-yloxy)-2-(1-methyl-1H-pyrazol-3-yl)-1H-benzimidazole).